The task is: describe an organic reaction: reactants, conditions, products, and yield. This data is from the Open Reaction Database (ORD), a public repository of structured organic reaction records. The reactants are Cc1cccc(C(=O)O)c1, Cc1cccc(-c2sc(C)nc2C(=O)N2CC3CC(C)CC3C2CN)c1. Yields the product Cc1cccc(C(=O)NCC2C3CC(C)CC3CN2C(=O)c2nc(C)sc2-c2cccc(C)c2)c1. RXN SMILES: [CH3:27][c:28]1[cH:29][c:30]([C:31](=[O:32])[OH:33])[cH:34][cH:35][cH:36]1.[NH2:1][CH2:2][CH:3]1[CH:4]2[CH2:5][CH:6]([CH3:26])[CH2:7][CH:8]2[CH2:9][N:10]1[C:11](=[O:12])[c:13]1[n:14][c:15]([CH3:25])[s:16][c:17]1-[c:18]1[cH:19][c:20]([CH3:24])[cH:21][cH:22][cH:23]1>>[NH:1]([CH2:2][CH:3]1[CH:4]2[CH2:5][CH:6]([CH3:26])[CH2:7][CH:8]2[CH2:9][N:10]1[C:11](=[O:12])[c:13]1[n:14][c:15]([CH3:25])[s:16][c:17]1-[c:18]1[cH:19][c:20]([CH3:24])[cH:21][cH:22][cH:23]1)[C:31]([c:30]1[cH:29][c:28]([CH3:27])[cH:36][cH:35][cH:34]1)=[O:32]. The reactants are O[C@@H]1CC2=CC[C@H]3[C@@H]4[C@H]5[C@@H](C([C@@]4(C)CC[C@@H]3[C@]2(CC1)C)=O)C5 (3β-hydroxy-15β,16β-methylene-5-androsten-17-one), C(C)(=O)OC(C)=O (acetic anhydride), ice water. Solvent: N1=CC=CC=C1 (pyridine). Reaction conditions: temperature 95 celsius, time 1.5 hour. The product is C(C)(=O)O[C@@H]1CC2=CC[C@H]3[C@@H]4[C@H]5[C@@H](C([C@@]4(C)CC[C@@H]3[C@]2(CC1)C)=O)C5 (3β-acetoxy-15β,16β-methylene-5-androsten-17-one). As a reaction SMILES: [OH:1][C@H:2]1[CH2:19][CH2:18][C@@:17]2([CH3:20])[C:4](=[CH:5][CH2:6][C@@H:7]3[C@@H:16]2[CH2:15][CH2:14][C@@:12]2([CH3:13])[C@H:8]3[C@@H:9]3[CH2:22][C@@H:10]3[C:11]2=[O:21])[CH2:3]1.[C:23](OC(=O)C)(=[O:25])[CH3:24]>N1C=CC=CC=1>[C:23]([O:1][C@H:2]1[CH2:19][CH2:18][C@@:17]2([CH3:20])[C:4](=[CH:5][CH2:6][C@@H:7]3[C@@H:16]2[CH2:15][CH2:14][C@@:12]2([CH3:13])[C@H:8]3[C@@H:9]3[CH2:22][C@@H:10]3[C:11]2=[O:21])[CH2:3]1)(=[O:25])[CH3:24]. Reported procedure: A solution of 95 g of 3β-hydroxy-15β,16β-methylene-5-androsten-17-one in 190 ml of pyridine was combined with 95 ml of acetic anhydride and stirred for 1.5 hours at 95° C. The precipitate obtained after pouring the mixture into ice water was filtered off, washed thoroughly with water, and dried, thus obtaining 107 g of 3β-acetoxy-15β,16β-methylene-5-androsten-17-one as a crude product. A sample extracted by boiling with diisopropyl ether melted at 140.5°-141° C. Procedure: 2-(2,6-difluorophenoxy)-1-nitrobenzene (0.44 g, 70%) was prepared from 2,6-difluorophenol (0.32 g, 2.5 mmol) and 1-fluoro-2-nitrobenzene (0.36 g, 2.5 mmol) following the general procedure A. This was reduced to 2-(2,6-difluorophenoxy)aniline (0.24 g, 60%) following general procedure B. N-[2-(2,6-difluorophenoxy)phenyl]-N′-(thiazol-2-yl)urea (133 mg, 60%) was prepared from 2-(2,6-difluorophenoxy)aniline (206 mg, 0.9 mmol) and 2-aminothiazole (405 mg, 2.5 mmol) following the general procedure D. The reactants are FC1=C(OC2=C(N)C=CC=C2)C(=CC=C1)F (2-(2,6-difluorophenoxy)aniline), NC=1SC=CN1 (2-aminothiazole), FC1=C(OC2=C(N)C=CC=C2)C(=CC=C1)F (2-(2,6-difluorophenoxy)aniline), FC1=C(C(=CC=C1)F)O (2,6-difluorophenol), FC1=C(C=CC=C1)[N+](=O)[O-] (1-fluoro-2-nitrobenzene). Product: FC1=C(OC2=C(C=CC=C2)[N+](=O)[O-])C(=CC=C1)F (2-(2,6-difluorophenoxy)-1-nitrobenzene), FC1=C(OC2=C(C=CC=C2)NC(=O)NC=2SC=CN2)C(=CC=C1)F (N-[2-(2,6-difluorophenoxy)phenyl]-N′-(thiazol-2-yl)urea). Isolated yield 60.0%. Reaction SMILES: [F:1][C:2]1[CH:7]=[CH:6][CH:5]=[C:4]([F:8])[C:3]=1[OH:9].F[C:11]1[CH:16]=[CH:15][CH:14]=[CH:13][C:12]=1[N+:17]([O-:19])=[O:18].[F:20][C:21]1[CH:34]=[CH:33][CH:32]=[C:31]([F:35])[C:22]=1[O:23][C:24]1[CH:30]=[CH:29][CH:28]=[CH:27][C:25]=1[NH2:26].[NH2:36][C:37]1[S:38][CH:39]=[CH:40][N:41]=1>>[F:1][C:2]1[CH:7]=[CH:6][CH:5]=[C:4]([F:8])[C:3]=1[O:9][C:11]1[CH:16]=[CH:15][CH:14]=[CH:13][C:12]=1[N+:17]([O-:19])=[O:18].[F:20][C:21]1[CH:34]=[CH:33][CH:32]=[C:31]([F:35])[C:22]=1[O:23][C:24]1[CH:30]=[CH:29][CH:28]=[CH:27][C:25]=1[NH:26][C:3]([NH:36][C:37]1[S:38][CH:39]=[CH:40][N:41]=1)=[O:9]. The reactants are C(C=O)(=O)O (glyoxylic acid), C(CN)N (ethylene diamine), C(CC)(=O)O (propionic acid). Reagents/catalysts: O=[Mn]=O (MnO2). Solvent: aqueous solution. Conditions: temperature 15 celsius, time 21.5 hour. The product is C(C=O)(=O)[O-] (glyoxylate), C(C(=O)[O-])(=O)[O-] (oxalate), C(=O)[O-] (formate). RXN SMILES: [C:1]([OH:5])(=[O:4])[CH:2]=[O:3].C(N)CN.[C:10]([OH:14])(=[O:13])CC>O=[Mn]=O>[C:1]([O-:5])(=[O:4])[CH:2]=[O:3].[C:2]([O-:13])(=[O:3])[C:1]([O-:5])=[O:4].[CH:10]([O-:14])=[O:13]. Reported procedure: Into a 3 oz. Fischer-Porter glass aerosol reaction vessel was placed a magnetic stirring bar and 10 mL of an aqueous solution containing glyoxylic acid (750 mM), ethylene diamine (865 mM), FMN (0.01 mM), propionic acid (HPLC internal standard, 75 mM), and MnO2 (0.466 g, 14,000 IU). The final pH of this solution was 9.1. The reaction vessel was sealed and the reaction mixture was cooled to 15° C., then the vessel was flushed with oxygen by pressurizing to 70 psig (483 kPa) and venting to atmosphe... The reactants are C1(=CC=CC=C1)[C@@H](C)OC(NC=1N(N=NC1C1=CC=C(C=C1)Br)C)=O ([5-(4-bromo-phenyl)-3-methyl-3H-[1,2,3]triazol-4-yl]-carbamic acid (R)-1-phenyl-ethyl ester), CN(C)C=O (DMF), C(=O)([O-])[O-].[Na+].[Na+] (Na2CO3), CC1(OB(OC1(C)C)C1=CC=C(C=C1)C1(CC1)C(=O)NS(=O)(=O)C)C (N-{1-[4-(4,4,5,5-tetramethyl-[1,3,2]dioxaborolan-2-yl)-phenyl]-cyclopropanecarbonyl}-methanesulfonamide), PdCl2(dppf)CH2Cl2, crude material. Reagents/catalysts: C1=CC=C(C=C1)P([C-]2C=CC=C2)C3=CC=CC=C3.C1=CC=C(C=C1)P([C-]2C=CC=C2)C3=CC=CC=C3.[Fe+2] (DPPF). The solvent is C(Cl)Cl (DCM). Reaction conditions: temperature 80 celsius. Yields the product C1(=CC=CC=C1)[C@@H](C)OC(NC=1N(N=NC1C1=CC=C(C=C1)C1=CC=C(C=C1)C1(CC1)C(=O)NS(=O)(=O)C)C)=O ({5-[4′-(1-methanesulfonylaminocarbonyl-cyclopropyl)-biphenyl-4-yl]-3-methyl-3H-[1,2,3]triazol-4-yl}-carbamic acid (R)-1-phenyl-ethyl ester). Yield: 64.0%. Reaction SMILES: [C:1]1([C@H:7]([O:9][C:10](=[O:25])[NH:11][C:12]2[N:13]([CH3:24])[N:14]=[N:15][C:16]=2[C:17]2[CH:22]=[CH:21][C:20](Br)=[CH:19][CH:18]=2)[CH3:8])[CH:6]=[CH:5][CH:4]=[CH:3][CH:2]=1.CC1(C)C(C)(C)OB([C:34]2[CH:39]=[CH:38][C:37]([C:40]3([C:43]([NH:45][S:46]([CH3:49])(=[O:48])=[O:47])=[O:44])[CH2:42][CH2:41]3)=[CH:36][CH:35]=2)O1.CN(C=O)C.C([O-])([O-])=O.[Na+].[Na+]>C(Cl)Cl.C1C=CC(P(C2C=CC=CC=2)[C-]2C=CC=C2)=CC=1.C1C=CC(P(C2C=CC=CC=2)[C-]2C=CC=C2)=CC=1.[Fe+2]>[C:1]1([C@H:7]([O:9][C:10](=[O:25])[NH:11][C:12]2[N:13]([CH3:24])[N:14]=[N:15][C:16]=2[C:17]2[CH:22]=[CH:21][C:20]([C:34]3[CH:35]=[CH:36][C:37]([C:40]4([C:43]([NH:45][S:46]([CH3:49])(=[O:48])=[O:47])=[O:44])[CH2:42][CH2:41]4)=[CH:38][CH:39]=3)=[CH:19][CH:18]=2)[CH3:8])[CH:6]=[CH:5][CH:4]=[CH:3][CH:2]=1 |f:3.4.5,7.8.9|. Procedure: In a 20 mL vial, [5-(4-bromo-phenyl)-3-methyl-3H-[1,2,3]triazol-4-yl]-carbamic acid (R)-1-phenyl-ethyl ester (Example 1, 110.3 mg, 275 μmol), N-{1-[4-(4,4,5,5-tetramethyl-[1,3,2]dioxaborolan-2-yl)-phenyl]-cyclopropanecarbonyl}-methanesulfonamide (112 mg, 307 μmol), DPPF (38 mg, 68.5 μmol) and PdCl2(dppf)CH2Cl2 (39 mg, 47.8 μmol) were combined with DMF (5 mL) and the mixture was bubbled with nitrogen for 20 minutes to give a light brown/red solution. To this was added 2N Na2CO3 (550 μL, 1.1 mmol,... The reactants are O=C([O-])[O-], ClCCCN1CCOCC1, [K+], [K+], CN(C)C=O, COc1cc2c(Oc3ccccc3)ncnc2cc1O. Product: COc1cc2c(Oc3ccccc3)ncnc2cc1OCCCN1CCOCC1. As a reaction SMILES: [C:31](=[O:32])([O-:33])[O-:34].[Cl:1][CH2:2][CH2:3][CH2:4][N:5]1[CH2:6][CH2:7][O:8][CH2:9][CH2:10]1.[K+:35].[K+:36].[O:37]=[CH:38][N:39]([CH3:40])[CH3:41].[OH:11][c:12]1[c:13]([O:29][CH3:30])[cH:14][c:15]2[c:16]([O:22][c:23]3[cH:24][cH:25][cH:26][cH:27][cH:28]3)[n:17][cH:18][n:19][c:20]2[cH:21]1>>[CH2:2]([CH2:3][CH2:4][N:5]1[CH2:6][CH2:7][O:8][CH2:9][CH2:10]1)[O:11][c:12]1[c:13]([O:29][CH3:30])[cH:14][c:15]2[c:16]([O:22][c:23]3[cH:24][cH:25][cH:26][cH:27][cH:28]3)[n:17][cH:18][n:19][c:20]2[cH:21]1.